This data is from the Open Reaction Database (ORD), a public repository of structured organic reaction records. The task is: describe an organic reaction: reactants, conditions, products, and yield Starting materials: FC(C=1C=C(C=C(C1)C(F)(F)F)C(C(=O)N(C)C=1C=NC(=CC1C1=C(C=C(C=C1)F)C)Cl)(C)C)(F)F (2-(3,5-bis-trifluoromethyl-phenyl)-N-[6-chloro-4-(4-fluoro-2-methyl-phenyl)-pyridin-3-yl]-N-methyl-isobutyramide), (2RS,5SR)-dimethyl-piperazine, [OH-].[Na+] (NaOH), C1(=CC=CC=C1)C (toluene). The reagents and catalysts are [Br-].C(CCCCCCCCCCCCCCC)[N+](C)(C)C (cetyltrimethyl-ammonium bromide), CC(C)([P](C(C)(C)C)([Pd][P](C(C)(C)C)(C(C)(C)C)C(C)(C)C)C(C)(C)C)C (bis(tri-t-butylphosphine)palladium(0)). Run at temperature 90 celsius. Yields the product FC(C=1C=C(C=C(C1)C(F)(F)F)C(C(=O)N(C)C=1C=NC(=CC1C1=C(C=C(C=C1)F)C)N1C(CNC(C1)C)C)(C)C)(F)F ((2RS,5SR)-2-(3,5-Bis-trifluoromethyl-phenyl)-N-[6-(2,5-dimethyl-piperazin-1-yl)-4-(4-fluoro-2-methyl-phenyl)-pyridin-3-yl]-N-methyl-isobutyramide). Isolated yield 42.0%. As a reaction SMILES: [F:1][C:2]([F:36])([F:35])[C:3]1[CH:4]=[C:5]([C:13]([CH3:34])([CH3:33])[C:14]([N:16]([C:18]2[CH:19]=[N:20][C:21](Cl)=[CH:22][C:23]=2[C:24]2[CH:29]=[CH:28][C:27]([F:30])=[CH:26][C:25]=2[CH3:31])[CH3:17])=[O:15])[CH:6]=[C:7]([C:9]([F:12])([F:11])[F:10])[CH:8]=1.[OH-].[Na+].[C:39]1([CH3:45])[CH:44]=CC=CC=1>[Br-].C([N+](C)(C)C)CCCCCCCCCCCCCCC.CC(C)([P](C(C)(C)C)([Pd][P](C(C)(C)C)(C(C)(C)C)C(C)(C)C)C(C)(C)C)C>[F:1][C:2]([F:36])([F:35])[C:3]1[CH:4]=[C:5]([C:13]([CH3:34])([CH3:33])[C:14]([N:16]([C:18]2[CH:19]=[N:20][C:21]([N:20]3[CH2:19][CH:18]([CH3:23])[NH:16][CH2:44][CH:39]3[CH3:45])=[CH:22][C:23]=2[C:24]2[CH:29]=[CH:28][C:27]([F:30])=[CH:26][C:25]=2[CH3:31])[CH3:17])=[O:15])[CH:6]=[C:7]([C:9]([F:12])([F:11])[F:10])[CH:8]=1 |f:1.2,4.5,^1:69,75|. Procedure details: A mixture of 0.20 g (0.38 mmol) 2-(3,5-bis-trifluoromethyl-phenyl)-N-[6-chloro-4-(4-fluoro-2-methyl-phenyl)-pyridin-3-yl]-N-methyl-isobutyramide, 87 mg (0.75 mmol) (2RS,5SR)-dimethyl-piperazine, 0.01 g (0.03 mmol) cetyltrimethyl-ammonium bromide, 0.01 g (0.02 mmol) bis(tri-t-butylphosphine)palladium(0), 0.075 ml NaOH 50% and 3 ml toluene was degassed by two freeze-thaw cycles. The reaction mixture was heated under argon at 90° C. for 48 h. After cooling to room temperature the mixture was dilute... The reactants are N1(CCCCC1)S(=O)(=O)C=1C=C(C(=O)O)C=CC1 (3-(piperidin-1-ylsulfonyl)benzoic acid), CN[C@@H]1CCC=2N(C3=CC=CC=C3C2CC(=O)OCCC)C1 (propyl [(7R)-7-(methylamino)-6,7,8,9-tetrahydropyrido[1,2-a]indol-10-yl]acetate). Product: CN([C@@H]1CCC=2N(C3=CC=CC=C3C2CC(=O)O)C1)C(C1=CC(=CC=C1)S(=O)(=O)N1CCCCC1)=O (((7R)-7-{Methyl-[3-(piperidine-1-sulfonyl)-benzoyl]-amino}-6,7,8,9-tetrahydro-pyrido[1,2-a]indol-10-yl)-acetic acid). As a reaction SMILES: [N:1]1([S:7]([C:10]2[CH:11]=[C:12]([CH:16]=[CH:17][CH:18]=2)[C:13]([OH:15])=O)(=[O:9])=[O:8])[CH2:6][CH2:5][CH2:4][CH2:3][CH2:2]1.[CH3:19][NH:20][C@H:21]1[CH2:40][N:25]2[C:26]3[C:31]([C:32]([CH2:33][C:34]([O:36]CCC)=[O:35])=[C:24]2[CH2:23][CH2:22]1)=[CH:30][CH:29]=[CH:28][CH:27]=3>>[CH3:19][N:20]([C:13](=[O:15])[C:12]1[CH:16]=[CH:17][CH:18]=[C:10]([S:7]([N:1]2[CH2:2][CH2:3][CH2:4][CH2:5][CH2:6]2)(=[O:8])=[O:9])[CH:11]=1)[C@H:21]1[CH2:40][N:25]2[C:26]3[C:31]([C:32]([CH2:33][C:34]([OH:36])=[O:35])=[C:24]2[CH2:23][CH2:22]1)=[CH:30][CH:29]=[CH:28][CH:27]=3. Reported procedure: The title compound was prepared using analogous procedures described in Example 1 (Method A) from 3-(piperidin-1-ylsulfonyl)benzoic acid and propyl [(7R)-7-(methylamino)-6,7,8,9-tetrahydropyrido[1,2-a]indol-10-yl]acetate. MS (+ESI) m/z: 510. Starting materials: [Br-], CCOC(=O)c1ccc(C(=O)c2ccc(Br)cc2)cc1, CCCCCC[Mg+], C1CCOC1. The product is CCCCCCC(O)(c1ccc(Br)cc1)c1ccc(C(=O)OCC)cc1. As a reaction SMILES: [Br-:21].[CH2:1]([CH3:2])[O:3][C:4]([c:5]1[cH:6][cH:7][c:8]([C:11]([c:12]2[cH:13][cH:14][c:15]([Br:18])[cH:16][cH:17]2)=[O:19])[cH:9][cH:10]1)=[O:20].[CH2:22]([CH2:23][CH2:24][CH2:25][CH2:26][CH3:27])[Mg+:28].[CH2:29]1[O:30][CH2:31][CH2:32][CH2:33]1>>[CH2:1]([CH3:2])[O:3][C:4]([c:5]1[cH:6][cH:7][c:8]([C:11]([c:12]2[cH:13][cH:14][c:15]([Br:18])[cH:16][cH:17]2)([OH:19])[CH2:22][CH2:23][CH2:24][CH2:25][CH2:26][CH3:27])[cH:9][cH:10]1)=[O:20]. Reactants: O=C1CCC(=O)N1Br, ClC(Cl)(Cl)Cl, COC(=O)c1ccc(OC2CCCC2)c2oc(C)cc12, CC(C)(C#N)N=NC(C)(C)C#N. Yields the product COC(=O)c1ccc(OC2CCCC2)c2oc(CBr)cc12. Reaction SMILES: [Br:13][N:14]1[C:15](=[O:16])[CH2:17][CH2:18][C:19]1=[O:20].[C:41]([Cl:42])([Cl:43])([Cl:44])[Cl:45].[CH3:21][O:22][C:23](=[O:24])[c:25]1[cH:26][cH:27][c:28]([O:35][CH:36]2[CH2:37][CH2:38][CH2:39][CH2:40]2)[c:29]2[o:30][c:31]([CH3:34])[cH:32][c:33]12.[N:1]#[C:2][C:3]([N:4]=[N:5][C:6]([C:7]#[N:8])([CH3:9])[CH3:10])([CH3:11])[CH3:12]>>[Br:13][CH2:34][c:31]1[o:30][c:29]2[c:28]([O:35][CH:36]3[CH2:37][CH2:38][CH2:39][CH2:40]3)[cH:27][cH:26][c:25]([C:23]([O:22][CH3:21])=[O:24])[c:33]2[cH:32]1. The reactants are CN1C(CCC1)=O (methylpyrrolidone), BrC(C)CC (2-bromobutane). Run in C(C)#N (acetonitrile). Run at temperature 65 celsius, time 48 hour. The product is [Br-].C(CCC)[N+]1(CCCC1)C (N-butyl-N-methylpyrrolidinium bromide). Yield: 60.0%. As a reaction SMILES: [CH3:1][N:2]1[CH2:6][CH2:5][CH2:4][C:3]1=O.[Br:8][CH:9]([CH2:11][CH3:12])[CH3:10]>C(#N)C>[Br-:8].[CH2:10]([N+:2]1([CH3:1])[CH2:6][CH2:5][CH2:4][CH2:3]1)[CH2:9][CH2:11][CH3:12] |f:3.4|. Procedure: About 200 mL of acetonitrile (manufactured by Junsei Co., Ltd. in Japan) was mixed with about 52.7 mL (0.5 mol) of methylpyrrolidone (manufactured by Fluka Co., Ltd.) under a nitrogen atmosphere to form a liquid mixture. Subsequently, about 58.6 mL (0.55 mol) of 2-bromobutane (manufactured by Aldrich Co., Ltd.) was added into the liquid mixture drop by drop to form a mixed solution. Subsequently, the mixed solution was stirred at about 65° C. for about 48 hours under a nitrogen atmosphere, and w...